This data is from the Open Reaction Database (ORD), a public repository of structured organic reaction records. The task is: describe an organic reaction: reactants, conditions, products, and yield Starting materials: OC1=CC=C(C=C1)C(=O)C1=NC=CC=C1 ((4-hydroxy-phenyl)-pyridin-2-yl-methanone), C([O-])([O-])=O.[Cs+].[Cs+] (cesium carbonate), ClC1=NC=CN=C1Cl (2,3-dichloro pyrazine). Solvent: CN(C)C=O (DMF). Run at temperature 80 celsius. Product: ClC=1C(=NC=CN1)OC1=CC=C(C=C1)C(=O)C1=NC=CC=C1 ((4-(3-CHLOROPYRAZIN-2-YLOXY)PHENYL)(PYRIDIN-2-YL)METHANONE). Reaction SMILES: [OH:1][C:2]1[CH:7]=[CH:6][C:5]([C:8]([C:10]2[CH:15]=[CH:14][CH:13]=[CH:12][N:11]=2)=[O:9])=[CH:4][CH:3]=1.C(=O)([O-])[O-].[Cs+].[Cs+].[Cl:22][C:23]1[C:28](Cl)=[N:27][CH:26]=[CH:25][N:24]=1>CN(C=O)C>[Cl:22][C:23]1[C:28]([O:1][C:2]2[CH:7]=[CH:6][C:5]([C:8]([C:10]3[CH:15]=[CH:14][CH:13]=[CH:12][N:11]=3)=[O:9])=[CH:4][CH:3]=2)=[N:27][CH:26]=[CH:25][N:24]=1 |f:1.2.3|. Procedure details: To a stirred solution of (4-hydroxy-phenyl)-pyridin-2-yl-methanone (2.5 g, 0.0125 mol) in DMF (35 mL) was added cesium carbonate (6.14 g, 0.0188 mol). The resulting mixture was stirred for 15 minutes before addition of 2,3-dichloro pyrazine(1.87 g, 0.0125 mol) at 0° C. The reaction mixture was heated to 80° C. for 16 h. The reaction mixture was partitioned between water (100 mL) and ethyl acetate (2×100 mL). The organic layer was dried over sodium sulphate and concentrated to afford the product.... The reactants are C(C=C)[Mg]Br (allylmagnesium bromide), C12C=CC(C=C1)C2 (bicyclo[2.2.1]hepta-2,5-diene), C(C)OCC (diethyl ether). The product is C12C3C(CC3C(C=C1)C2)CO (tricyclo[4.2.1.02.5 ]non-7-en-3-yl-methanol). The yield is 73.0%. Reaction SMILES: [CH2:1]([Mg]Br)[CH:2]=[CH2:3].[CH:6]12[CH2:12][CH:9]([CH:10]=[CH:11]1)[CH:8]=[CH:7]2.C([O:15]CC)C>>[CH:2]12[CH2:1][CH:9]([CH:10]=[CH:11]1)[CH:8]1[CH:3]2[CH:6]([CH2:12][OH:15])[CH2:7]1. Reported procedure: The procedure of Example I was repeated on a larger scale by reacting 195 mmoles of allylmagnesium bromide in diethyl ether with 218 mmoles of bicyclo[2.2.1]hepta-2,5-diene at 125° C. for 3 hours. After the oxidation and hydrolysis, distillation gave tricyclo[4.2.1.02.5 ]non-7-en-3-yl-methanol (b.p. 97°-99° C. at 1 mm Hg) in 73 percent yield based on the allylmagnesium bromide. Starting materials: CC(C)C1=C(C(=CC(=C1)C(C)C)C(C)C)CC(=O)C=1C(=C(C(=CC1)C(C)C)OS(N)(=O)=O)C(C)C (Sulfamic acid[[2,4,6-tris(1-methylethyl)-phenyl]acetyl]-2,6-bis(1-methylethyl)phenyl ester), C(C)(C)C1=C(OS(=O)(=O)N=C=O)C(=CC=C1)C(C)C (2,6-diisopropylphenoxy sulfonyl isocyanate), C(C)(C)C1=C(OS(=O)(=O)N=C=O)C(=CC(=C1)C(C)C)C(C)C (2,4,6-triisopropylphenoxy sulfonyl isocyanate). The product is CC(C)C1=C(C(=CC(=C1)C(C)C)C(C)C)CC(=O)C=1C(=C(C(=CC1C(C)C)C(C)C)OS(N)(=O)=O)C(C)C (sulfamic acid[[2,4,6-tris(1- methylethyl)-phenyl]acetyl]-2,4,6-tris(1-methylethyl)phenyl ester). RXN SMILES: [CH3:1][CH:2]([C:4]1[CH:9]=[C:8]([CH:10]([CH3:12])[CH3:11])[CH:7]=[C:6]([CH:13]([CH3:15])[CH3:14])[C:5]=1[CH2:16][C:17]([C:19]1[C:20]([CH:33]([CH3:35])[CH3:34])=[C:21]([O:28][S:29](=[O:32])(=[O:31])[NH2:30])[C:22]([CH:25]([CH3:27])[CH3:26])=[CH:23][CH:24]=1)=[O:18])[CH3:3].[CH:36](C1C=CC=C(C(C)C)C=1OS(N=C=O)(=O)=O)([CH3:38])[CH3:37].C(C1C=C(C(C)C)C=C(C(C)C)C=1OS(N=C=O)(=O)=O)(C)C>>[CH3:3][CH:2]([C:4]1[CH:9]=[C:8]([CH:10]([CH3:11])[CH3:12])[CH:7]=[C:6]([CH:13]([CH3:14])[CH3:15])[C:5]=1[CH2:16][C:17]([C:19]1[C:20]([CH:33]([CH3:35])[CH3:34])=[C:21]([O:28][S:29](=[O:31])(=[O:32])[NH2:30])[C:22]([CH:25]([CH3:27])[CH3:26])=[CH:23][C:24]=1[CH:36]([CH3:38])[CH3:37])=[O:18])[CH3:1]. Procedure details: This compound was prepared in the same manner as the title compound of Example 5, except that 2,6-diisopropylphenoxy sulfonyl isocyanate was replaced with 2,4,6-triisopropylphenoxy sulfonyl isocyanate, mp 178°-180° C. Reactants: C=CC (propylene), C1(=CC=CC=C1)C(C)C (cumene), B(F)(F)F (boron trifluoride). Run in F (hydrogen fluoride). Reaction conditions: time 15 minute. Product: C(C)(C)C1=C(C=CC=C1)C(C)C (diisopropylbenzene). The yield is 41.0%. RXN SMILES: [C:1]1([CH:7]([CH3:9])[CH3:8])[CH:6]=[CH:5][CH:4]=[CH:3][CH:2]=1.[CH2:10]=[CH:11][CH3:12].B(F)(F)F>F>[CH:7]([C:1]1[CH:6]=[CH:5][CH:4]=[CH:3][C:2]=1[CH:11]([CH3:12])[CH3:10])([CH3:9])[CH3:8]. Procedure details: 12 g (0.1 mol) cumene is dissolved in 150 ml anhydrous hydrogen fluoride and while keeping the stirred solution at -20° C. to 0° C., 0.05 mol of propylene is introduced and stirring continued for 15 min. The reaction mixture is then saturated with boron trifluoride and stirring continued for another 15 min. After workup, 41% diisopropylbenzene was obtained, comprised of 99.6% of meta and 0.4% para isomer, together with about 15% 1,3,5-triisopropylbenzene, which can be recycled under conditions o... The product is COP(OC)(=O)CCCOC=1C=C2C(=C(N(C2=CC1)CC1=CC=CC=C1)C1CC1)CC(=O)N ([3-[[3-(2-amino-2-oxoethyl)-2-cyclopropyl-1-(phenylmethyl)-1H-indol-5-yl]oxy]propyl]phosphonic acid dimethyl ester). Reactants: COP(OC)(=O)CCCBr ((3-bromopropyl)phosphonic acid dimethyl ester), CN(C)C=O (DMF), [H-].[Na+] (NaH), C1(CC1)C=1N(C2=CC=C(C=C2C1CC(=O)N)O)CC1=CC=CC=C1 (2-Cyclopropyl-5-hydroxy-1-(phenylmethyl)-1H-indole-3-acetamide). Procedure: 2-Cyclopropyl-5-hydroxy-1-(phenylmethyl)-1H-indole-3-acetamide (295 mg. 0.9 mmol) was dissolved in 10 mL of THF and 40 mL of DMF and 45 mg (1.1 mmol) of 60% NaH/mineral oil added. After 0.17 hours, 250 mg (1.1 mmol) of (3-bromopropyl)phosphonic acid dimethyl ester was added and stirring maintained for 6.5 hours. The mixture was diluted with water and ethyl acetate, the organic layer separated, washed with water, brine and dried (Na2SO4). The solution was evaporated at reduced pressure and the re... Run in C1CCOC1 (THF), O (water), C(C)(=O)OCC (ethyl acetate). Conditions: time 0.17 hour. The yield is 66.1%. As a reaction SMILES: [CH:1]1([C:4]2[N:5]([CH2:18][C:19]3[CH:24]=[CH:23][CH:22]=[CH:21][CH:20]=3)[C:6]3[C:11]([C:12]=2[CH2:13][C:14]([NH2:16])=[O:15])=[CH:10][C:9]([OH:17])=[CH:8][CH:7]=3)[CH2:3][CH2:2]1.CN(C=O)C.[H-].[Na+].[CH3:32][O:33][P:34]([CH2:38][CH2:39][CH2:40]Br)(=[O:37])[O:35][CH3:36]>C1COCC1.O.C(OCC)(=O)C>[CH3:32][O:33][P:34]([CH2:38][CH2:39][CH2:40][O:17][C:9]1[CH:10]=[C:11]2[C:6](=[CH:7][CH:8]=1)[N:5]([CH2:18][C:19]1[CH:20]=[CH:21][CH:22]=[CH:23][CH:24]=1)[C:4]([CH:1]1[CH2:2][CH2:3]1)=[C:12]2[CH2:13][C:14]([NH2:16])=[O:15])(=[O:37])[O:35][CH3:36] |f:2.3|. Reactants: FC1=CC2=C(C(=NO2)C2CCN(CC2)CCC(=O)OCC)C=C1 (ethyl 3-[4-(6-fluoro-1,2-benzisoxazol-3-yl)-1-piperidinyl]propionate), C(C)[Mg]Br (ethylmagnesium bromide), C1CCOC1 (THF). Run at time 17 hour. Yields the product FC1=CC2=C(C(=NO2)C2CCN(CC2)CCC(CC)(CC)O)C=C1 (6-Fluoro-3-[1-(3-hydroxy-3-ethylpentyl)-4-piperidinyl]-1,2-benzisoxazole). The yield is 61.0%. RXN SMILES: [F:1][C:2]1[CH:23]=[CH:22][C:5]2[C:6]([CH:9]3[CH2:14][CH2:13][N:12]([CH2:15][CH2:16][C:17](OCC)=[O:18])[CH2:11][CH2:10]3)=[N:7][O:8][C:4]=2[CH:3]=1.[CH2:24]([Mg]Br)[CH3:25].[CH2:28]1COC[CH2:29]1>>[F:1][C:2]1[CH:23]=[CH:22][C:5]2[C:6]([CH:9]3[CH2:14][CH2:13][N:12]([CH2:15][CH2:16][C:17]([OH:18])([CH2:24][CH3:25])[CH2:28][CH3:29])[CH2:11][CH2:10]3)=[N:7][O:8][C:4]=2[CH:3]=1. Reported procedure: To a solution of ethyl 3-[4-(6-fluoro-1,2-benzisoxazol-3-yl)-1-piperidinyl]propionate (3.9 g, 12.0 mmol) in THF (100 ml) was added ethylmagnesium bromide (12.0 ml, 36.0 mmol, 3.0M in ether) at room temperature under nitrogen (mild exotherm). The reaction mixture was stirred for 17 hours at which time it was carefully quenched with NH4Cl (sat., 20 ml). The precipitated salts were dissolved into water (25 ml) and the layers were separated. The aqueous phase was extracted with EtOAc (2×) and the co... Starting materials: C(C)S(=O)(=O)C1=NC=C(C=C1)I (2-Ethanesulfonyl-5-iodo-pyridine), CC1=C(N=C(O1)C1=CC=C(C=C1)B1OC(C(O1)(C)C)(C)C)CCO (2-{5-Methyl-2-[4-(4,4,5,5-tetramethyl-[1,3,2]dioxaborolan-2-yl)phenyl]-oxazol-4-yl }-ethanol), ClC=1N=NC(=CC1)Cl (3,6-Dichloro-pyridazine), BrC1=CC=C(C=C1)C=1OC(=C(N1)CCOS(=O)(=O)C)C (Methanesulfonic acid 2-[2-(4-bromo-phenyl)-5-methyl-oxazol-4-yl]-ethyl ester), CC1=C(N=C(O1)C1=CC=C(C=C1)B1OC(C(O1)(C)C)(C)C)CCO (2-{5-Methyl-2-[4-(4,4,5,5-tetramethyl-[1,3,2]dioxaborolan-2-yl)phenyl]-oxazol-4-yl }-ethanol). Yields the product C(C)S(=O)(=O)C=1N=NC(=CC1)C1=CC=C(C=C1)C=1OC(=C(N1)CCN1C(CCC1)C)C (3-Ethanesulfonyl-6-(4-{5-methyl-4-[2-(2-methyl-pyrrolidin-1-yl)-ethyl]-oxazol-2-yl}-phenyl)-pyridazine). As a reaction SMILES: [CH2:1]([S:3]([C:6]1[CH:11]=[CH:10][C:9](I)=[CH:8][N:7]=1)(=[O:5])=[O:4])[CH3:2].BrC1[CH:19]=[CH:18][C:17]([C:20]2[O:21][C:22]([CH3:32])=[C:23]([CH2:25][CH2:26]OS(C)(=O)=O)[N:24]=2)=[CH:16][CH:15]=1.CC1O[C:37]([C:39]2C=C[C:42](B3OC(C)(C)C(C)(C)O3)=[CH:41][CH:40]=2)=[N:36]C=1CCO.ClC1[N:59]=NC(Cl)=CC=1>>[CH2:1]([S:3]([C:6]1[N:7]=[N:59][C:9]([C:8]2[CH:15]=[CH:16][C:17]([C:20]3[O:21][C:22]([CH3:32])=[C:23]([CH2:25][CH2:26][N:36]4[CH2:37][CH2:39][CH2:40][CH:41]4[CH3:42])[N:24]=3)=[CH:18][CH:19]=2)=[CH:10][CH:11]=1)(=[O:5])=[O:4])[CH3:2]. Reported procedure: The titled compound is prepared in substantial accordance with the procedures found in Example 4, Intermediate 22, Intermediate 13, and Example 75 using 2-{5-Methyl-2-[4-(4,4,5,5-tetramethyl-[ 1,3 ,2]dioxaborolan-2-yl)phenyl]-oxazol-4-yl }-ethanol (see Intermediate 3) and 3,6-Dichloro-pyridazine. MS (m/e): 441.3 (M+1) Starting materials: BrC=1N=CC(=C2C(=CNC12)C(C(=O)N1CCN(CC1)C=1C(C(C1C1=CC=CC=C1)=O)=O)=O)OC (3-[4-[2-(7-bromo-4-methoxy-6-azaindol-3-yl)-2-oxoacetyl]piperazin-1-yl]-4-phenyl-cyclobut-3-ene-1,2-dione), C(CCC)[Sn](C1=NC=CN=C1)(CCCC)CCCC (2-tributylstannylpyrazine). Reagents/catalysts: C=1C=CC(=CC1)[P](C=2C=CC=CC2)(C=3C=CC=CC3)[Pd]([P](C=4C=CC=CC4)(C=5C=CC=CC5)C=6C=CC=CC6)([P](C=7C=CC=CC7)(C=8C=CC=CC8)C=9C=CC=CC9)[P](C=1C=CC=CC1)(C=1C=CC=CC1)C=1C=CC=CC1 (Pd(PPh3)4). Run in O1CCOCC1 (dioxane), CCOC(=O)C (EtOAc). Reaction conditions: temperature 90 celsius. Product: N1=C(C=NC=C1)C=1N=CC(=C2C(=CNC12)C(C(=O)N1CCN(CC1)C=1C(C(C1C1=CC=CC=C1)=O)=O)=O)OC (3-[4-[2-[7-(2-Pyrazinyl)-4-methoxy-6-azaindol-3-yl]-2-oxo-acetyl]piperazin-1-yl]-4-phenyl-cyclobut-3-ene-1,2-dione). The yield is 6.7%. As a reaction SMILES: Br[C:2]1[N:3]=[CH:4][C:5]([O:33][CH3:34])=[C:6]2[C:10]=1[NH:9][CH:8]=[C:7]2[C:11](=[O:32])[C:12]([N:14]1[CH2:19][CH2:18][N:17]([C:20]2[C:21](=[O:31])[C:22](=[O:30])[C:23]=2[C:24]2[CH:29]=[CH:28][CH:27]=[CH:26][CH:25]=2)[CH2:16][CH2:15]1)=[O:13].C([Sn](CCCC)(CCCC)[C:40]1[CH:45]=[N:44][CH:43]=[CH:42][N:41]=1)CCC>O1CCOCC1.CCOC(C)=O.C1C=CC([P]([Pd]([P](C2C=CC=CC=2)(C2C=CC=CC=2)C2C=CC=CC=2)([P](C2C=CC=CC=2)(C2C=CC=CC=2)C2C=CC=CC=2)[P](C2C=CC=CC=2)(C2C=CC=CC=2)C2C=CC=CC=2)(C2C=CC=CC=2)C2C=CC=CC=2)=CC=1>[N:41]1[CH:42]=[CH:43][N:44]=[CH:45][C:40]=1[C:2]1[N:3]=[CH:4][C:5]([O:33][CH3:34])=[C:6]2[C:10]=1[NH:9][CH:8]=[C:7]2[C:11](=[O:32])[C:12]([N:14]1[CH2:19][CH2:18][N:17]([C:20]2[C:21](=[O:31])[C:22](=[O:30])[C:23]=2[C:24]2[CH:29]=[CH:28][CH:27]=[CH:26][CH:25]=2)[CH2:16][CH2:15]1)=[O:13] |^1:69,71,90,109|. Procedure: A solution of 3-[4-[2-(7-bromo-4-methoxy-6-azaindol-3-yl)-2-oxoacetyl]piperazin-1-yl]-4-phenyl-cyclobut-3-ene-1,2-dione (0.030 g, 0.057 mmol) and 2-tributylstannylpyrazine (0.025 g, 0.069 mmol) in dioxane (3 mL) was purged with Ar and then Pd(PPh3)4 (0.020 g, 0.017 mmol) was added, the reactor was sealed and the mixture was heated at 90° C. for 16 h. The cooled reaction mixture was diluted with EtOAc, washed (1M aqueous KF, brine), dried (Na2SO4) and evaporated to give a solid. Purification of t... RXN SMILES: [CH2:1]([CH3:2])[O:3][C:4](=[O:5])[c:6]1[n:7]([CH3:24])[c:8]([CH2:22][CH3:23])[c:9]([C:20]#[N:21])[c:10]1[B:11]1[O:12][C:13]([CH3:14])([CH3:15])[C:16]([CH3:17])([CH3:18])[O:19]1.[CH2:42]([Cl:43])[Cl:44].[I:25][c:26]1[cH:27][cH:28][c:29]([CH:32]([CH2:33][NH:34][S:35](=[O:36])(=[O:37])[CH:38]([CH3:39])[CH3:40])[CH3:41])[cH:30][cH:31]1.[Na+:45].[Na+:46].[O-:47][C:48](=[O:49])[O-:50].[O:51]=[CH:52][N:53]([CH3:54])[CH3:55].[OH2:56]>>[CH2:1]([CH3:2])[O:3][C:4](=[O:5])[c:6]1[n:7]([CH3:24])[c:8]([CH2:22][CH3:23])[c:9]([C:20]#[N:21])[c:10]1-[c:26]1[cH:27][cH:28][c:29]([CH:32]([CH2:33][NH:34][S:35](=[O:36])(=[O:37])[CH:38]([CH3:39])[CH3:40])[CH3:41])[cH:30][cH:31]1. Yields the product CCOC(=O)c1c(-c2ccc(C(C)CNS(=O)(=O)C(C)C)cc2)c(C#N)c(CC)n1C. Starting materials: CCOC(=O)c1c(B2OC(C)(C)C(C)(C)O2)c(C#N)c(CC)n1C, ClCCl, CC(CNS(=O)(=O)C(C)C)c1ccc(I)cc1, [Na+], [Na+], O=C([O-])[O-], CN(C)C=O, O. The reactants are OCC(O)CO (Glycerol), [OH-].[K+] (potassium hydroxide), COC1=C(C=C2C(C=CNC2=C1)=O)C#N (7-methoxy-4-oxo-1,4-dihydroquinoline-6-carbonitrile), Cl (hydrochloric acid), O (water). Conditions: temperature 160 celsius, time 3 hour. The product is COC1=C(C=C2C(C=CNC2=C1)=O)C(=O)O (7-Methoxy-4-oxo-1,4-dihydroquinoline-6-carboxylic acid). Reaction SMILES: OCC(CO)O.[OH-:7].[K+].[CH3:9][O:10][C:11]1[CH:20]=[C:19]2[C:14]([C:15](=[O:21])[CH:16]=[CH:17][NH:18]2)=[CH:13][C:12]=1[C:22]#N.Cl.[OH2:25]>>[CH3:9][O:10][C:11]1[CH:20]=[C:19]2[C:14]([C:15](=[O:21])[CH:16]=[CH:17][NH:18]2)=[CH:13][C:12]=1[C:22]([OH:25])=[O:7] |f:1.2|. Reported procedure: Glycerol (20 ml) and potassium hydroxide (KOH, 3.0 g) were added to the 7-methoxy-4-oxo-1,4-dihydroquinoline-6-carbonitrile (2 g) of Production Example 24, and after heating and stirring at 160° C. for 3 hours, water (40 ml) was added and the mixture was heated at 80° C. for 30 minutes. After cooling, 2N hydrochloric acid was added to acidity and the precipitated insoluble portion was filtered out, washed with water and then dried under reduced pressure to obtain the title compound (1.6 g).